Dataset: the Open Reaction Database (ORD), a public repository of structured organic reaction records. Task: describe an organic reaction: reactants, conditions, products, and yield Reactants: Br, C1CCNCC1, Nc1nnc2ccc(Cl)nn12, O. The product is Nc1nnc2ccc(N3CCCCC3)nn12. As a reaction SMILES: [BrH:1].[CH2:13]1[CH2:14][CH2:15][NH:16][CH2:17][CH2:18]1.[Cl:2][c:3]1[cH:4][cH:5][c:6]2[n:7]([n:8]1)[c:9]([NH2:12])[n:10][n:11]2.[OH2:19]>>[c:3]1([N:16]2[CH2:15][CH2:14][CH2:13][CH2:18][CH2:17]2)[cH:4][cH:5][c:6]2[n:7]([n:8]1)[c:9]([NH2:12])[n:10][n:11]2.